Dataset: the Open Reaction Database (ORD), a public repository of structured organic reaction records. Task: describe an organic reaction: reactants, conditions, products, and yield Reactants: C(O)C(CC)(CO)CO (trimethylolpropane), C(CCC)=O (n-butyraldehyde), C=O (formaldehyde), C(O)C(CC)(CO)CO (trimethylolpropane). The product is C(O)C(CC)(CO)CO (trimethylolpropane), C(=O)[O-] (formate). Reaction SMILES: [CH2:1]([C:3]([CH2:8][OH:9])([CH2:6][OH:7])[CH2:4][CH3:5])[OH:2].C(=[O:14])CCC.[CH2:15]=[O:16]>>[CH2:1]([C:3]([CH2:8][OH:9])([CH2:6][OH:7])[CH2:4][CH3:5])[OH:2].[CH:15]([O-:14])=[O:16]. Procedure: In the industrial production of trimethylolpropane, n-butyraldehyde is reacted with formaldehyde in an aqueous solution in the presence of an alkaline catalyst. After the reaction, trimethylolpropane is separated in a usual manner. Thus, after or without an evaporation, the reaction mixture is subjected to extraction with a solvent, for example ethyl acetate, amyl alcohol, methyl isobutyl ketone, hexyl alcohol, isooctyl alcohol or cyclohexanol. In this way a solution of trimethylolpropane substa... The reactants are CC(C)(C)OC(=O)N1CCN(CCBr)CC1, CC(C)(C)[O-], O=C1NCCC1(c1ccc(F)cc1)c1ccc(F)cc1, [K+], C1CCOC1. The product is CC(C)(C)OC(=O)N1CCN(CCN2CCC(c3ccc(F)cc3)(c3ccc(F)cc3)C2=O)CC1. Reaction SMILES: [Br:27][CH2:28][CH2:29][N:30]1[CH2:31][CH2:32][N:33]([C:36](=[O:37])[O:38][C:39]([CH3:40])([CH3:41])[CH3:42])[CH2:34][CH2:35]1.[CH3:21][C:22]([CH3:23])([O-:24])[CH3:25].[F:1][c:2]1[cH:3][cH:4][c:5]([C:8]2([c:14]3[cH:15][cH:16][c:17]([F:20])[cH:18][cH:19]3)[C:9](=[O:13])[NH:10][CH2:11][CH2:12]2)[cH:6][cH:7]1.[K+:26].[O:43]1[CH2:44][CH2:45][CH2:46][CH2:47]1>>[F:1][c:2]1[cH:3][cH:4][c:5]([C:8]2([c:14]3[cH:15][cH:16][c:17]([F:20])[cH:18][cH:19]3)[C:9](=[O:13])[N:10]([CH2:28][CH2:29][N:30]3[CH2:31][CH2:32][N:33]([C:36](=[O:37])[O:38][C:39]([CH3:40])([CH3:41])[CH3:42])[CH2:34][CH2:35]3)[CH2:11][CH2:12]2)[cH:6][cH:7]1. Reactants: CC(C)([O-])C.[K+] (potassium t-butoxide), CN1C(CCC1)=O (N-methylpyrrolidone), 1-phenyl-3-N-methylaminopropan-1-ol, ClC1=CC=C(C=C1)C(F)(F)F (1-chloro-4-trifluoromethylbenzene), C1(=CC=CC=C1)C (toluene). Run in O (water). Conditions: temperature 40 celsius, time 8 hour. Product: CNCCC(OC1=CC=C(C=C1)C(F)(F)F)C1=CC=CC=C1 (N-Methyl-3-phenyl-3-(p-trifluoromethylphenoxy)propylamine). As a reaction SMILES: C[C:2]([CH3:5])([O-:4])[CH3:3].[K+].[CH3:7][N:8]1[CH2:12][CH2:11][CH2:10][C:9]1=O.ClC1C=[CH:19][C:18]([C:21]([F:24])([F:23])[F:22])=[CH:17]C=1.[C:25]1(C)[CH:30]=[CH:29]C=[CH:27][CH:26]=1>O>[CH3:7][NH:8][CH2:9][CH2:10][CH:11]([C:12]1[CH:29]=[CH:30][CH:25]=[CH:26][CH:27]=1)[O:4][C:2]1[CH:5]=[CH:17][C:18]([C:21]([F:22])([F:23])[F:24])=[CH:19][CH:3]=1 |f:0.1|. Procedure: A mixture of 4.0 g (0.0357 mol) potassium t-butoxide, ml of N-methylpyrrolidone, 5.0 g (0.0303 mol) of 1-phenyl-3-N-methylaminopropan-1-ol, and 7.4 g (0.0410 mol) of 1-chloro-4-trifluoromethylbenzene was heated to 40° C. and stirred for 8 hours at 40° C. The mixture was then cooled to 20°-25° C. and 40 ml of toluene and water were added. The combined toluene-phases were washed four times with 20 ml of water. Toluene was evaporated under reduced pressure yielding 5.06 g of the product. The reactants are BrC=1C=CC(=C(C(=O)O)C1)F (5-bromo-2-fluorobenzoic acid), O=S(Cl)Cl (SOCl2). Run at temperature 90 celsius, time 2 hour. Product: BrC=1C=CC(=C(C(=O)Cl)C1)F (5-bromo-2-fluorobenzoyl chloride). RXN SMILES: [Br:1][C:2]1[CH:3]=[CH:4][C:5]([F:11])=[C:6]([CH:10]=1)[C:7](O)=[O:8].O=S(Cl)[Cl:14]>>[Br:1][C:2]1[CH:3]=[CH:4][C:5]([F:11])=[C:6]([CH:10]=1)[C:7]([Cl:14])=[O:8]. Procedure details: A mixture of 5-bromo-2-fluorobenzoic acid (1.1 g, 5.2 mmol) in SOCl2 (11.8 g, 99 mmol) was warmed to 90° C. and was stirred for 2 h. The mixture was cooled to ambient temperature and was concentrated under reduced pressure. The residue was diluted with toluene (5 mL) and was concentrated under reduced pressure. This dilution with toluene and concentration was repeated two additional times to remove excess SOCl2. The crude acid chloride was carried on without purification or characterization. Starting materials: C1CCOC1, CC(=O)OC(C)(C)C(=O)N1CC(Cc2nc3c(N4CCOCC4)nc(-n4c(C)nc5ccccc54)nc3n2C)C1, CO, [Li+], [OH-]. Product: Cc1nc2ccccc2n1-c1nc(N2CCOCC2)c2nc(CC3CN(C(=O)C(C)(C)O)C3)n(C)c2n1. Reaction SMILES: [CH2:43]1[O:44][CH2:45][CH2:46][CH2:47]1.[CH3:1][C:2]([C:3](=[O:4])[N:5]1[CH2:6][CH:7]([CH2:9][c:10]2[n:11]([CH3:35])[c:12]3[n:13][c:14](-[n:25]4[c:26]([CH3:34])[n:27][c:28]5[c:29]4[cH:30][cH:31][cH:32][cH:33]5)[n:15][c:16]([N:19]4[CH2:20][CH2:21][O:22][CH2:23][CH2:24]4)[c:17]3[n:18]2)[CH2:8]1)([CH3:36])[O:37][C:38](=[O:39])[CH3:40].[CH3:48][OH:49].[Li+:42].[OH-:41]>>[CH3:1][C:2]([C:3](=[O:4])[N:5]1[CH2:6][CH:7]([CH2:9][c:10]2[n:11]([CH3:35])[c:12]3[n:13][c:14](-[n:25]4[c:26]([CH3:34])[n:27][c:28]5[c:29]4[cH:30][cH:31][cH:32][cH:33]5)[n:15][c:16]([N:19]4[CH2:20][CH2:21][O:22][CH2:23][CH2:24]4)[c:17]3[n:18]2)[CH2:8]1)([CH3:36])[OH:37].